From a dataset of the Open Reaction Database (ORD), a public repository of structured organic reaction records. describe an organic reaction: reactants, conditions, products, and yield The reactants are COC1=C2C=CN=CC2=CC=C1 (5-Methoxyisoquinoline), Cl (HCl). The reagents and catalysts are [Pt]=O (platinum oxide). The solvent is CCO (EtOH). Conditions: time 4 hour. Yields the product COC1=C2CCNCC2=CC=C1 (5-Methoxy-1,2,3,4-tetrahydroisoquinoline). The yield is 11.6%. As a reaction SMILES: [CH3:1][O:2][C:3]1[CH:12]=[CH:11][CH:10]=[C:9]2[C:4]=1[CH:5]=[CH:6][N:7]=[CH:8]2.Cl>CCO.[Pt]=O>[CH3:1][O:2][C:3]1[CH:12]=[CH:11][CH:10]=[C:9]2[C:4]=1[CH2:5][CH2:6][NH:7][CH2:8]2. Procedure: To a solution of the product of step (a) (6.11 g, 384 mmol) in EtOH (200 ml) was added platinum oxide (0.611 g) followed by concentrated HCl (3.2 ml, 38.4 mmol). The reaction mixture was hydrogenated at 345 kPa (50 p.s.i.) at room temperature for 4 h after which time the catalyst was filtered off and washed with EtOH. The filtrate was evaporated under reduced pressure to afford the subtitle compound as a colourless solid (7.27 g, 95%). 1H NMR (D6-DMSO) δ: 2.80 (2H, m), 3.35 (2H, m), 3.80 (3H, s)... Starting materials: S(=O)(=O)([O-])[O-].[Na+].[Na+] (sodium sulfate), S(=O)(=O)([O-])[O-].[Na+].[Na+] (sodium sulfate), product, C(C)(C)NC1=C(C#N)C(=CC=C1)C1=CC=CC=C1 (2-isopropylamino-6-phenylbenzonitrile), [H-].[Al+3].[Li+].[H-].[H-].[H-] (Lithium aluminum hydride). The solvent is O1CCCC1 (tetrahydrofuran). Product: C(C)(C)NC1=C(CN)C(=CC=C1)C1=CC=CC=C1 (2-Isopropylamino-6-(phenyl)benzylamine). RXN SMILES: [CH:1]([NH:4][C:5]1[CH:12]=[CH:11][CH:10]=[C:9]([C:13]2[CH:18]=[CH:17][CH:16]=[CH:15][CH:14]=2)[C:6]=1[C:7]#[N:8])([CH3:3])[CH3:2].[H-].[Al+3].[Li+].[H-].[H-].[H-].S([O-])([O-])(=O)=O.[Na+].[Na+]>O1CCCC1>[CH:1]([NH:4][C:5]1[CH:12]=[CH:11][CH:10]=[C:9]([C:13]2[CH:18]=[CH:17][CH:16]=[CH:15][CH:14]=2)[C:6]=1[CH2:7][NH2:8])([CH3:3])[CH3:2] |f:1.2.3.4.5.6,7.8.9|. Procedure: The product of example 2a above, 2-isopropylamino-6-phenylbenzonitrile, (0.095 g, 0.4 mmol) was dissolved in dry tetrahydrofuran (20 mL) and stirred under argon at room temperature. Lithium aluminum hydride (0.160 g, 4 mmol) was added and the mixture heated to reflux under argon for 16 hours. The reaction mixture was cooled to room temperature and anhydrous sodium sulfate was added followed by the addition of a freshly prepared saturated solution of anhydrous sodium sulfate. The solvent was evap... Starting materials: COC(=O)CBr, CCc1cc2c(O)cccc2n1Cc1ccccc1. Product: CCc1cc2c(OCC(=O)OC)cccc2n1Cc1ccccc1. As a reaction SMILES: [Br:20][CH2:21][C:22](=[O:23])[O:24][CH3:25].[CH2:1]([CH3:2])[c:3]1[n:4]([CH2:13][c:14]2[cH:15][cH:16][cH:17][cH:18][cH:19]2)[c:5]2[cH:6][cH:7][cH:8][c:9]([OH:12])[c:10]2[cH:11]1>>[CH2:1]([CH3:2])[c:3]1[n:4]([CH2:13][c:14]2[cH:15][cH:16][cH:17][cH:18][cH:19]2)[c:5]2[cH:6][cH:7][cH:8][c:9]([O:12][CH2:21][C:22](=[O:23])[O:24][CH3:25])[c:10]2[cH:11]1. Procedure details: 12.9 g of γ-ethoxy-γ-butyrolactam, 10 ml of concentrated sulphuric acid and 90 ml of glacial acetic acid were charged initially at 0° C. and admixed a little at a time with a total of 18.8 g of phenol. After thawing, the mixture was stirred at room temperature for 2 days. For work-Up, the mixture was poured onto ice and extracted three times with ethyl acetate, and the combined extracts were washed once with water and once with saturated aqueous sodium chloride solution, dried and evaporated. Af... Run in C1CCCCC1.C(C)(=O)OCC (cyclohexane ethyl acetate). The yield is 26.3%. RXN SMILES: C(O[CH:4]1[NH:9][C:7](=[O:8])[CH2:6][CH2:5]1)C.S(=O)(=O)(O)O.C(O)(=O)C.[C:19]1([OH:25])[CH:24]=[CH:23][CH:22]=[CH:21][CH:20]=1>C1CCCCC1.C(OCC)(=O)C>[OH:25][C:19]1[CH:24]=[CH:23][C:22]([CH:4]2[NH:9][C:7](=[O:8])[CH2:6][CH2:5]2)=[CH:21][CH:20]=1 |f:4.5|. Yields the product OC1=CC=C(C=C1)C1CCC(=O)N1 (γ-4-hydroxyphenyl-γ-butyrolactam). Run at time 2 day. Starting materials: C(C)OC1CCC(=O)N1 (γ-ethoxy-γ-butyrolactam), S(O)(O)(=O)=O (sulphuric acid), C(C)(=O)O (acetic acid), C1(=CC=CC=C1)O (phenol).